From a dataset of the Open Reaction Database (ORD), a public repository of structured organic reaction records. describe an organic reaction: reactants, conditions, products, and yield Starting materials: [BH4-].[Na+] (Sodium borohydride), C(C)(=O)C=1SC=C(N1)C(=O)N[C@H](CN1N=C(C=C1)C1=C(C(=C(C=C1)C#N)Cl)C)C ((S)-2-acetyl-N-(1-(3-(3-chloro-4-cyano-2-methylphenyl)-1H-pyrazol-1-yl)propan-2-yl)thiazole-4-carboxamide), crude product. The reagents and catalysts are O (water). Solvent: C(C)O (ethanol). Run at time 8 hour. The product is ClC=1C(=C(C=CC1C#N)C1=NN(C=C1)C[C@H](C)NC(=O)C=1N=C(SC1)C(C)O)C (N—((S)-1-(3-(3-chloro-4-cyano-2-methylphenyl)-1H-pyrazol-1-yl)propan-2-yl)-2-(1-hydroxyethyl)thiazole-4-carboxamide). The yield is 68.1%. Reaction SMILES: [BH4-].[Na+].[C:3]([C:6]1[S:7][CH:8]=[C:9]([C:11]([NH:13][C@@H:14]([CH3:31])[CH2:15][N:16]2[CH:20]=[CH:19][C:18]([C:21]3[CH:26]=[CH:25][C:24]([C:27]#[N:28])=[C:23]([Cl:29])[C:22]=3[CH3:30])=[N:17]2)=[O:12])[N:10]=1)(=[O:5])[CH3:4]>O.C(O)C>[Cl:29][C:23]1[C:22]([CH3:30])=[C:21]([C:18]2[CH:19]=[CH:20][N:16]([CH2:15][C@@H:14]([NH:13][C:11]([C:9]3[N:10]=[C:6]([CH:3]([OH:5])[CH3:4])[S:7][CH:8]=3)=[O:12])[CH3:31])[N:17]=2)[CH:26]=[CH:25][C:24]=1[C:27]#[N:28] |f:0.1|. Procedure: Sodium borohydride (0.056 g, 1.477 mmol) was added into a flask and the atmosphere was replaced with nitrogen. Dry ethanol was added and the reaction mixture was cooled to 0° C. (S)-2-acetyl-N-(1-(3-(3-chloro-4-cyano-2-methylphenyl)-1H-pyrazol-1-yl)propan-2-yl)thiazole-4-carboxamide (0.316 g, 0.738 mmol) was added and the reaction mixture was warmed slowly to RT while stirring overnight. The crude product was cooled to 0° C., a few drops of water was added, the pH was adjusted below 7 and the mi... Starting materials: C1(\C=C/C(=O)O1)=O (maleic anhydride), C(C)(=O)OC=C (vinyl acetate), C(C)(C)(C)OOC(C)(C)C (ditertiary butyl peroxide). Run in C=1(C(=CC=CC1)C)C (xylene), C=1(C(=CC=CC1)C)C (xylene). Run at temperature 70 celsius. Product: C1(\C=C/C(=O)O1)=O.C(C)(=O)OC=C (maleic anhydride vinyl acetate). The yield is 87.0%. Reaction SMILES: [C:1]1(=[O:7])[O:6][C:4](=[O:5])[CH:3]=[CH:2]1.[C:8]([O:11][CH:12]=[CH2:13])(=[O:10])[CH3:9].C(OOC(C)(C)C)(C)(C)C>C1(C)C(C)=CC=CC=1>[C:4]1(=[O:5])[O:6][C:1](=[O:7])[CH:2]=[CH:3]1.[C:8]([O:11][CH:12]=[CH2:13])(=[O:10])[CH3:9] |f:4.5|. Reported procedure: 73.5 parts by weight of maleic anhydride and 21.4 parts by weight of vinyl acetate were dissolved in 240 parts by volume of xylene and heated to 70° C. 4.5 parts by weight of ditertiary butyl peroxide in 20 parts by volume of xylene were added and the reaction mixture was heated to 130° C. and maintained at this temperature for 3 hours. A brown resin precipitated, which on cooling solidified, and was easily separated from the bulk of the xylene by decantation. Yield = 87% (on weight of monomers)... Reactants: I(=O)(=O)(=O)[O-].[Na+] (sodium periodate), ClC=1N=CN(C1)C1=C(C=C(C=C1)NC1=NN2C([C@H](CC(CC2)=C)C2=CC=C(C=C2)F)=N1)OC ((R)—N-(4-(4-chloro-1H-imidazol-1-yl)-3-methoxyphenyl)-9-(4-fluorophenyl)-7-methylene-6,7,8,9-tetrahydro-5H-[1,2,4]triazolo[1,5-a]azepin-2-amine). Reagents/catalysts: [Os](=O)(=O)(=O)=O (osmium tetroxide). The solvent is O (water), [Cl-].[Na+].O (brine), O (water), C1CCOC1 (THF). Run at time 1 hour. Product: ClC=1N=CN(C1)C1=C(C=C(C=C1)NC1=NN2C([C@H](CC(CC2)=O)C2=CC=C(C=C2)F)=N1)OC ((R)-2-(4-(4-chloro-1H-imidazol-1-yl)-3-methoxyphenylamino)-9-(4-fluorophenyl)-8,9-dihydro-5H-[1,2,4]triazolo[1,5-a]azepin-7(6H)-one). Isolated yield 95.6%. RXN SMILES: I([O-])(=O)(=O)=[O:2].[Na+].[Cl:7][C:8]1[N:9]=[CH:10][N:11]([C:13]2[CH:18]=[CH:17][C:16]([NH:19][C:20]3[N:37]=[C:23]4[C@@H:24]([C:30]5[CH:35]=[CH:34][C:33]([F:36])=[CH:32][CH:31]=5)[CH2:25][C:26](=C)[CH2:27][CH2:28][N:22]4[N:21]=3)=[CH:15][C:14]=2[O:38][CH3:39])[CH:12]=1>O.C1COCC1.[Cl-].[Na+].O.[Os](=O)(=O)(=O)=O>[Cl:7][C:8]1[N:9]=[CH:10][N:11]([C:13]2[CH:18]=[CH:17][C:16]([NH:19][C:20]3[N:37]=[C:23]4[C@@H:24]([C:30]5[CH:31]=[CH:32][C:33]([F:36])=[CH:34][CH:35]=5)[CH2:25][C:26](=[O:2])[CH2:27][CH2:28][N:22]4[N:21]=3)=[CH:15][C:14]=2[O:38][CH3:39])[CH:12]=1 |f:0.1,5.6.7|. Reported procedure: A solution of sodium periodate (276 mg, 1.29 mmol) in water (5.0 mL) was added over a 10 min period to a vigorously stirred solution of the (R)—N-(4-(4-chloro-1H-imidazol-1-yl)-3-methoxyphenyl)-9-(4-fluorophenyl)-7-methylene-6,7,8,9-tetrahydro-5H-[1,2,4]triazolo[1,5-a]azepin-2-amine (200 mg, 0.430 mmol, from example 134) and osmium tetroxide (10.9 mg, 0.043 mmol) in THF (5.0 mL). The reaction was stirred for 1 h and then diluted with water (150 mL)/brine (100 mL) and extracted with ethyl acetate... Starting materials: COC(=O)c1c(O)cc(Br)cc1F, CS(=O)[O-], CS(C)=O, [Cu]I, [K+], [K+], [Na+], O=C([O-])[O-], O=C(O)C1CCCN1. The product is COC(=O)c1c(O)cc(S(C)(=O)=O)cc1F. Reaction SMILES: [Br:1][c:2]1[cH:3][c:4]([F:13])[c:5]([C:6](=[O:7])[O:8][CH3:9])[c:10]([OH:12])[cH:11]1.[CH3:14][S:15](=[O:16])[O-:17].[CH3:33][S:34]([CH3:35])=[O:36].[Cu:37][I:38].[K+:27].[K+:28].[Na+:18].[O-:29][C:30]([O-:31])=[O:32].[OH:19][C:20]([CH:21]1[NH:22][CH2:23][CH2:24][CH2:25]1)=[O:26]>>[c:2]1([S:15]([CH3:14])(=[O:16])=[O:17])[cH:3][c:4]([F:13])[c:5]([C:6](=[O:7])[O:8][CH3:9])[c:10]([OH:12])[cH:11]1. Starting materials: CN(C)C=O, COc1cc(C(Cl)Cn2ccnc2)cc(OC)c1OC, [H-], [Na+], COC(=O)c1ccc(S)cc1. Yields the product COC(=O)c1ccc(SC(Cn2ccnc2)c2cc(OC)c(OC)c(OC)c2)cc1. Reaction SMILES: [CH3:34][N:35]([CH3:36])[CH:37]=[O:38].[Cl:14][CH:15]([CH2:16][n:17]1[cH:18][n:19][cH:20][cH:21]1)[c:22]1[cH:23][c:24]([O:32][CH3:33])[c:25]([O:30][CH3:31])[c:26]([O:28][CH3:29])[cH:27]1.[H-:1].[Na+:2].[SH:3][c:4]1[cH:5][cH:6][c:7]([C:8](=[O:9])[O:10][CH3:11])[cH:12][cH:13]1>>[S:3]([c:4]1[cH:5][cH:6][c:7]([C:8](=[O:9])[O:10][CH3:11])[cH:12][cH:13]1)[CH:15]([CH2:16][n:17]1[cH:18][n:19][cH:20][cH:21]1)[c:22]1[cH:23][c:24]([O:32][CH3:33])[c:25]([O:30][CH3:31])[c:26]([O:28][CH3:29])[cH:27]1.